Task: describe an organic reaction: reactants, conditions, products, and yield. Dataset: the Open Reaction Database (ORD), a public repository of structured organic reaction records Reactants: stainless steel, CC1(NC(CC(C1)O)(C)C)C (2, 2, 6, 6-tetramethyl-4-hydroxypiperidine), C=O (paraformaldehyde). Solvent: N1=CC=CC=C1 (pyridine). The product is OCN1C(CC(CC1(C)C)O)(C)C (1-hydroxymethyl-2, 2, 6, 6 -tetramethyl-4-hydroxypiperidine). As a reaction SMILES: [CH3:1][C:2]1([CH3:11])[CH2:7][CH:6]([OH:8])[CH2:5][C:4]([CH3:10])([CH3:9])[NH:3]1.[CH2:12]=[O:13]>N1C=CC=CC=1>[OH:13][CH2:12][N:3]1[C:4]([CH3:10])([CH3:9])[CH2:5][CH:6]([OH:8])[CH2:7][C:2]1([CH3:11])[CH3:1]. Procedure: In a 1-liter stainless steel container are placed 79 grams of 2, 2, 6, 6-tetramethyl-4-hydroxypiperidine, 132 grams of paraformaldehyde and 300 milliliters of pyridine. The flask is evacuated, filled with nitrogen and this process repeated 3 times. The flask is then sealed and heated at 135° to 140°C. for 30 minutes with rocking. The flask is then cooled quickly to room temperature, the contents removed and the mixture filtered. The pyridine is removed from the filtrate on a rotary evaporator. T... Starting materials: [H][H], O=P([O-])([O-])[O-], C1COCCO1, O=[Pt], CCC1C(=O)N2C(C(=O)OCc3ccc([N+](=O)[O-])cc3)=C(Sc3ncccn3)CC12. Yields the product CCC1C(=O)N2C(C(=O)O)=C(Sc3ncccn3)CC12. As a reaction SMILES: [H:31][H:32].[O-:39][P:40](=[O:41])([O-:42])[O-:43].[O:33]1[CH2:34][CH2:35][O:36][CH2:37][CH2:38]1.[Pt:44]=[O:45].[n:1]1[c:2]([S:7][C:8]2=[C:9]([C:18](=[O:19])[O:20][CH2:21][c:22]3[cH:23][cH:24][c:25]([N+:26]([O-:27])=[O:28])[cH:29][cH:30]3)[N:10]3[C:11](=[O:17])[CH:12]([CH2:15][CH3:16])[CH:13]3[CH2:14]2)[n:3][cH:4][cH:5][cH:6]1>>[n:1]1[c:2]([S:7][C:8]2=[C:9]([C:18](=[O:19])[OH:20])[N:10]3[C:11](=[O:17])[CH:12]([CH2:15][CH3:16])[CH:13]3[CH2:14]2)[n:3][cH:4][cH:5][cH:6]1. Reactants: ClCCN[C@H]1[C@@H](C1)C1=CC=C(C=C1)C1=CC(=CC=C1)C(F)(F)F ((trans)-N-(2-chloroethyl)-2-(3′-(trifluoromethyl)biphenyl-4-yl)cyclopropanamine), N1C[C@H](CC1)NC(OC(C)(C)C)=O ((S)-tert-butyl pyrrolidin-3-ylcarbamate), ice water. Solvent: CN(C)C=O (DMF). Reaction conditions: time 48 hour. The product is FC(C=1C=C(C=CC1)C1=CC=C(C=C1)[C@H]1[C@@H](C1)NCCN1C[C@H](CC1)NC(OC(C)(C)C)=O)(F)F (tert-butyl (S)-1-(2-((trans)-2-(3′-(trifluoromethyl)biphenyl-4-yl)cyclopropylamino)ethyl)pyrrolidin-3-ylcarbamate). Yield: 37.0%. Reaction SMILES: Cl[CH2:2][CH2:3][NH:4][C@@H:5]1[CH2:7][C@H:6]1[C:8]1[CH:13]=[CH:12][C:11]([C:14]2[CH:19]=[CH:18][CH:17]=[C:16]([C:20]([F:23])([F:22])[F:21])[CH:15]=2)=[CH:10][CH:9]=1.[NH:24]1[CH2:28][CH2:27][C@H:26]([NH:29][C:30](=[O:36])[O:31][C:32]([CH3:35])([CH3:34])[CH3:33])[CH2:25]1>CN(C=O)C>[F:21][C:20]([F:23])([F:22])[C:16]1[CH:15]=[C:14]([C:11]2[CH:12]=[CH:13][C:8]([C@@H:6]3[CH2:7][C@H:5]3[NH:4][CH2:3][CH2:2][N:24]3[CH2:28][CH2:27][C@H:26]([NH:29][C:30](=[O:36])[O:31][C:32]([CH3:34])([CH3:33])[CH3:35])[CH2:25]3)=[CH:9][CH:10]=2)[CH:19]=[CH:18][CH:17]=1. Procedure details: To a solution of (trans)-N-(2-chloroethyl)-2-(3′-(trifluoromethyl)biphenyl-4-yl)cyclopropanamine (750 mg, 2.21 mmol) in dry DMF (7.5 mL), (S)-tert-butyl pyrrolidin-3-ylcarbamate (864 mg g, 4.64 mmol) was added and stirred at RT for 48 h. After completion, the reaction mixture was poured into ice water (25 mL), extracted with EtOAc (2×20 mL). The combined extracts were washed with water (25 mL), brine (20 mL), dried over anhydrous Na2SO4, filtered and evaporated. The crude residue was purified by... Reactants: N (NH3), NC1=C2N=CN(C2=NC=N1)[C@@H]1O[C@@H]([C@@H]2[C@H]1OC(O2)(C)C)CO ([(3aR,4R,6R,6aR)-6-(6-amino-9H-purin-9-yl)-2,2-dimethyltetrahydrofuro[3,4-d][1,3]dioxol-4-yl]methanol), C[Si](C)(C)Cl (TMSCl), BrC1=CC=C(C(=O)Cl)C=C1 (4-Bromobenzoylchloride). Run in O (H2O), N1=CC=CC=C1 (pyridine), N1=CC=CC=C1 (pyridine). Run at temperature 0 celsius, time 15 minute. The product is BrC1=CC=C(C(=O)NC2=C3N=CN(C3=NC=N2)[C@@H]2O[C@@H]([C@H]3OC(O[C@H]32)(C)C)CO)C=C1 (4-bromo-N-{9-[(3aR,4R,6R,6aR)-6-(hydroxymethyl)-2,2-dimethyltetrahydrofuro[3,4-d][1,3]dioxol-4-yl]-9H-purin-6-yl}benzamide). Isolated yield 47.9%. Reaction SMILES: [NH2:1][C:2]1[N:10]=[CH:9][N:8]=[C:7]2[C:3]=1[N:4]=[CH:5][N:6]2[C@H:11]1[C@@H:15]2[O:16][C:17]([CH3:20])([CH3:19])[O:18][C@@H:14]2[C@@H:13]([CH2:21][OH:22])[O:12]1.C[Si](Cl)(C)C.[Br:28][C:29]1[CH:37]=[CH:36][C:32]([C:33](Cl)=[O:34])=[CH:31][CH:30]=1.N>N1C=CC=CC=1.O>[Br:28][C:29]1[CH:37]=[CH:36][C:32]([C:33]([NH:1][C:2]2[N:10]=[CH:9][N:8]=[C:7]3[C:3]=2[N:4]=[CH:5][N:6]3[C@H:11]2[C@H:15]3[C@H:14]([O:18][C:17]([CH3:19])([CH3:20])[O:16]3)[C@@H:13]([CH2:21][OH:22])[O:12]2)=[O:34])=[CH:31][CH:30]=1. Procedure: [(3aR,4R,6R,6aR)-6-(6-amino-9H-purin-9-yl)-2,2-dimethyltetrahydrofuro[3,4-d][1,3]dioxol-4-yl]methanol (0.400 g, 1.30 mmol) was dried by co-evaporation with pyridine, then suspended in dry pyridine (6.5 mL). TMSCl (0.330 mL, 2.60 mmol) was added and the mixture was stirred for 15 min. 4-Bromobenzoylchloride (0.342 g, 1.56 mmol) was added to the mixture and stirred for 2 h. The solution was cooled to 0° C. and 1 mL of H2O was added. After 5 min a 29% NH3 aq solution (0.847 mL) was added and the re...